Dataset: the Open Reaction Database (ORD), a public repository of structured organic reaction records. Task: describe an organic reaction: reactants, conditions, products, and yield Starting materials: [H-].[Al+3].[Li+].[H-].[H-].[H-] (lithium aluminiumhydride), [H-].[Al+3].[Li+].[H-].[H-].[H-] (lithium aluminiumhydride), O (water), CC1(C(NC2=NC=C(C=C21)C2=CC=C(C=C2)C(F)(F)F)=O)C (3,3-Dimethyl-5-(4-trifluoromethyl-phenyl)-1,3-dihydro-pyrrolo[2,3-b]pyridin-2-one), [H-].[Al+3].[Li+].[H-].[H-].[H-] (lithium aluminiumhydride), [O-]S(=O)(=O)[O-].[Mg+2] (MgSO4). Run in O1CCCC1 (tetrahydrofuran). Conditions: time 1 hour. Product: CC1(CNC2=NC=C(C=C21)C2=CC=C(C=C2)C(F)(F)F)C (3,3-Dimethyl-5-(4-trifluoromethyl-phenyl)-2,3-dihydro-1H-pyrrolo[2,3-b]pyridine). Yield: 38.6%. RXN SMILES: [CH3:1][C:2]1([CH3:22])[C:10]2[C:5](=[N:6][CH:7]=[C:8]([C:11]3[CH:16]=[CH:15][C:14]([C:17]([F:20])([F:19])[F:18])=[CH:13][CH:12]=3)[CH:9]=2)[NH:4][C:3]1=O.[H-].[Al+3].[Li+].[H-].[H-].[H-].O.[O-]S([O-])(=O)=O.[Mg+2]>O1CCCC1>[CH3:1][C:2]1([CH3:22])[C:10]2[C:5](=[N:6][CH:7]=[C:8]([C:11]3[CH:16]=[CH:15][C:14]([C:17]([F:20])([F:18])[F:19])=[CH:13][CH:12]=3)[CH:9]=2)[NH:4][CH2:3]1 |f:1.2.3.4.5.6,8.9|. Procedure details: 1.33 g 3,3-Dimethyl-5-(4-trifluoromethyl-phenyl)-1,3-dihydro-pyrrolo[2,3-b]pyridin-2-one were dissolved in 50 ml tetrahydrofuran. 330 mg lithium aluminiumhydride were added and the reaction mixture stirred for one hour at room temperature. Then 330 mg lithium aluminiumhydride were added and the reaction mixture stirred for two hours at room temperature. Then 330 mg lithium aluminiumhydride were added and the reaction mixture stirred for four hours at 50° C. Then 1 ml water was added to the coole... Starting materials: CS(=O)(=O)N1CCC(NC(=O)n2ccnc2)CC1, CC(C)(C)CC1CNC(c2cccc(Cl)c2F)C1(C#N)c1ccc(Cl)cc1F, ClCCl. Yields the product CC(C)(C)CC1CN(C(=O)NC2CCN(S(C)(=O)=O)CC2)C(c2cccc(Cl)c2F)C1(C#N)c1ccc(Cl)cc1F. Reaction SMILES: [CH3:29][S:30](=[O:31])(=[O:32])[N:33]1[CH2:34][CH2:35][CH:36]([NH:39][C:40](=[O:41])[n:42]2[cH:43][cH:44][n:45][cH:46]2)[CH2:37][CH2:38]1.[Cl:1][c:2]1[c:3]([F:28])[c:4]([CH:8]2[NH:9][CH2:10][CH:11]([CH2:23][C:24]([CH3:25])([CH3:26])[CH3:27])[C:12]2([C:13]#[N:14])[c:15]2[c:16]([F:22])[cH:17][c:18]([Cl:21])[cH:19][cH:20]2)[cH:5][cH:6][cH:7]1.[Cl:47][CH2:48][Cl:49]>>[Cl:1][c:2]1[c:3]([F:28])[c:4]([CH:8]2[N:9]([C:40]([NH:39][CH:36]3[CH2:35][CH2:34][N:33]([S:30]([CH3:29])(=[O:31])=[O:32])[CH2:38][CH2:37]3)=[O:41])[CH2:10][CH:11]([CH2:23][C:24]([CH3:25])([CH3:26])[CH3:27])[C:12]2([C:13]#[N:14])[c:15]2[c:16]([F:22])[cH:17][c:18]([Cl:21])[cH:19][cH:20]2)[cH:5][cH:6][cH:7]1. Starting materials: COC(=O)CBr, Cc1c(C)n(Cc2ccccc2)c2ccc(-c3ccc(O)cc3)cc12, CC(C)=O, [K+], [K+], O=C([O-])[O-]. Product: COC(=O)COc1ccc(-c2ccc3c(c2)c(C)c(C)n3Cc2ccccc2)cc1. RXN SMILES: [Br:32][CH2:33][C:34](=[O:35])[O:36][CH3:37].[CH2:1]([c:2]1[cH:3][cH:4][cH:5][cH:6][cH:7]1)[n:8]1[c:9]([CH3:25])[c:10]([CH3:24])[c:11]2[cH:12][c:13](-[c:17]3[cH:18][cH:19][c:20]([OH:23])[cH:21][cH:22]3)[cH:14][cH:15][c:16]12.[CH3:38][C:39](=[O:40])[CH3:41].[K+:26].[K+:27].[O-:28][C:29]([O-:30])=[O:31]>>[CH2:1]([c:2]1[cH:3][cH:4][cH:5][cH:6][cH:7]1)[n:8]1[c:9]([CH3:25])[c:10]([CH3:24])[c:11]2[cH:12][c:13](-[c:17]3[cH:18][cH:19][c:20]([O:23][CH2:33][C:34](=[O:35])[O:36][CH3:37])[cH:21][cH:22]3)[cH:14][cH:15][c:16]12. Reactants: COC1=CC=C(C=C1)C1=CC2=C(N=CN=C2O)N1 (6-(4-methoxy-phenyl)-7H-pyrrolo[2,3-d]pyrimidin-4-ol), P(=O)(Cl)(Cl)Cl (phosphorus oxychloride), ice water. Run at time 1.5 hour. Yields the product ClC=1C2=C(N=CN1)NC(=C2)C2=CC=C(C=C2)OC (4-Chloro-6-(4-methoxy-phenyl)-7H-pyrrolo[2,3-d]pyrimidine). RXN SMILES: [CH3:1][O:2][C:3]1[CH:8]=[CH:7][C:6]([C:9]2[NH:18][C:12]3[N:13]=[CH:14][N:15]=[C:16](O)[C:11]=3[CH:10]=2)=[CH:5][CH:4]=1.P(Cl)(Cl)([Cl:21])=O>>[Cl:21][C:16]1[C:11]2[CH:10]=[C:9]([C:6]3[CH:7]=[CH:8][C:3]([O:2][CH3:1])=[CH:4][CH:5]=3)[NH:18][C:12]=2[N:13]=[CH:14][N:15]=1. Reported procedure: With the exclusion of moisture, 121 mg (0.50 mmol) of 6-(4-methoxy-phenyl)-7H-pyrrolo[2,3-d]pyrimidin-4-ol and 1 ml of phosphorus oxychloride are heated at boiling for 1.5 hours. The reaction mixture is poured into ice-water and extracted twice with ethyl acetate. The organic phases are washed three times with water and brine, dried with MgSO4 and concentrated by evaporation. Stirring of the residue in diethyl ether yields the title compound; m.p. 248-249OC; FAB-MS: (M+H)+ =260. The reactants are C(C)OC(=O)N1[C@H](C[C@H](CC1)O)C1=C(C=C(C=C1)C(CCCCCC)(C)C)OCC1=CC=CC=C1 (N-ethoxycarbonyl-cis-2-[2-benzyloxy-4-(1,1-dimethylheptyl)phenyl]-4-piperidinol). Reagents/catalysts: [Pd] (palladium on carbon). Yields the product C(C)OC(=O)N1[C@H](C[C@H](CC1)O)C1=C(C=C(C=C1)C(CCCCCC)(C)C)O (N-Ethoxycarbonyl-cis-2-[4-(1,1-dimethylheptyl)-2-hydroxyphenyl]-4-piperidinol). Yield: 77.1%. RXN SMILES: [CH2:1]([O:3][C:4]([N:6]1[CH2:11][CH2:10][C@H:9]([OH:12])[CH2:8][C@@H:7]1[C:13]1[CH:18]=[CH:17][C:16]([C:19]([CH3:27])([CH3:26])[CH2:20][CH2:21][CH2:22][CH2:23][CH2:24][CH3:25])=[CH:15][C:14]=1[O:28]CC1C=CC=CC=1)=[O:5])[CH3:2]>[Pd]>[CH2:1]([O:3][C:4]([N:6]1[CH2:11][CH2:10][C@H:9]([OH:12])[CH2:8][C@@H:7]1[C:13]1[CH:18]=[CH:17][C:16]([C:19]([CH3:26])([CH3:27])[CH2:20][CH2:21][CH2:22][CH2:23][CH2:24][CH3:25])=[CH:15][C:14]=1[OH:28])=[O:5])[CH3:2]. Procedure details: Using the procedure of Example 4, 423 mg (0.878 mmole) of N-ethoxycarbonyl-cis-2-[2-benzyloxy-4-(1,1-dimethylheptyl)phenyl]-4-piperidinol and 210 mg of 5% palladium on carbon (50% wet) provides 265 mg (77%) of the title compound as an oil. Reactants: CN(C=CC(=O)C=1C=C(C=CC1)C1=C(C=CC=C1)C(F)(F)F)C (3-(dimethylamino)-1-[2′-(trifluoromethyl)-1,1′-biphenyl-3-yl]prop-2-en-1-one), N(N)C1=NC=CC=C1 (2-hydrazinopyridine). Solvent: CCOC(=O)C (EtOAc), C(C)O (ethanol). Product: FC(C1=C(C=CC=C1)C1=CC(=CC=C1)C1=NN(C=C1)C1=NC=CC=C1)(F)F (2-{3-[2′-(trifluoromethyl)-1,1′-biphenyl-3-yl]-1H-pyrazol-1-yl}pyridine). Yield: 12.9%. As a reaction SMILES: CN(C)[CH:3]=[CH:4][C:5]([C:7]1[CH:8]=[C:9]([C:13]2[CH:18]=[CH:17][CH:16]=[CH:15][C:14]=2[C:19]([F:22])([F:21])[F:20])[CH:10]=[CH:11][CH:12]=1)=O.[NH:24]([C:26]1[CH:31]=[CH:30][CH:29]=[CH:28][N:27]=1)[NH2:25]>C(O)C.CCOC(C)=O>[F:20][C:19]([F:21])([F:22])[C:14]1[CH:15]=[CH:16][CH:17]=[CH:18][C:13]=1[C:9]1[CH:10]=[CH:11][CH:12]=[C:7]([C:5]2[CH:4]=[CH:3][N:24]([C:26]3[CH:31]=[CH:30][CH:29]=[CH:28][N:27]=3)[N:25]=2)[CH:8]=1. Reported procedure: To a solution of the product from Step 1 (0.224 g, 0.7 mmol) in ethanol (3.5 mL) was added 2-hydrazinopyridine (0.076 g, 0.7 mmol) and the solution was refluxed for 16 hours. The reaction was cooled, diluted with EtOAc, washed with saturated sodium bicarbonate, brine and dried over sodium sulfate. The organic phase was filtered, concentrated, and the crude product was purified by reverse phase HPLC (acetonitrile/water system) (gradient: 30% to 100% acetonitrile over 12 minutes) to give product A... Starting materials: BrC=1C=C2C(=C(C=NC2=CC1)C(C)=O)NC1=CC=C(C=C1)CN1CCCC1 (1-(6-bromo-4-(4-(pyrrolidin-1-ylmethyl)phenylamino)quinoline-3-yl)ethanone), ClC1=C(C(=CC(=C1)B1OC(C(O1)(C)C)(C)C)Cl)O (2,6-dichloro-4-(4,4,5,5-tetramethyl-1,3,2-dioxaborolan-2-yl)phenol). Solvent: ClCCl.CO (dichloromethane methanol). Product: Br.ClC=1C=C(C=C(C1O)Cl)C=1C=C2C(=C(C=NC2=CC1)C(C)=O)NC1=CC=C(C=C1)CN1CCCC1 (1-(6-(3,5-dichloro-4-hydroxyphenyl)-4-(4-(pyrrolidin-1-ylmethyl)phenylamino)quinolin-3-yl)ethanone hydrobromide). Isolated yield 60.9%. RXN SMILES: [Br:1][C:2]1[CH:3]=[C:4]2[C:9](=[CH:10][CH:11]=1)[N:8]=[CH:7][C:6]([C:12](=[O:14])[CH3:13])=[C:5]2[NH:15][C:16]1[CH:21]=[CH:20][C:19]([CH2:22][N:23]2[CH2:27][CH2:26][CH2:25][CH2:24]2)=[CH:18][CH:17]=1.[Cl:28][C:29]1[CH:34]=[C:33](B2OC(C)(C)C(C)(C)O2)[CH:32]=[C:31]([Cl:44])[C:30]=1[OH:45]>ClCCl.CO>[BrH:1].[Cl:44][C:31]1[CH:32]=[C:33]([C:2]2[CH:3]=[C:4]3[C:9](=[CH:10][CH:11]=2)[N:8]=[CH:7][C:6]([C:12](=[O:14])[CH3:13])=[C:5]3[NH:15][C:16]2[CH:21]=[CH:20][C:19]([CH2:22][N:23]3[CH2:27][CH2:26][CH2:25][CH2:24]3)=[CH:18][CH:17]=2)[CH:34]=[C:29]([Cl:28])[C:30]=1[OH:45] |f:2.3,4.5|. Procedure details: Following general procedure F, 1-(6-bromo-4-(4-(pyrrolidin-1-ylmethyl)phenylamino)quinoline-3-yl)ethanone (4.0 g, 9.42 mmol) was reacted with 2,6-dichloro-4-(4,4,5,5-tetramethyl-1,3,2-dioxaborolan-2-yl)phenol (4.0 g, 14.13 mmol) to obtain the free base. The purified product was suspended in dichloromethane/methanol (1:1, 40 mL) and HBr gas was bubbled through the suspension until a solution formed. The solution was concentrated to dryness and the resultant solid was triturated with diethyl ether...